From a dataset of the Open Reaction Database (ORD), a public repository of structured organic reaction records. describe an organic reaction: reactants, conditions, products, and yield Reactants: Cl.N1(CCNCC1)C(CC1=CC=C(C=C1)N1N=NN=C1)=O (1-(piperazin-1-yl)-2-[4-(1H-tetrazol-1-yl)phenyl]ethanone hydrochloride), N1(CCNCC1)C(=O)OC(C)(C)C (tert-butyl piperazine-1-carboxylate), O=C1OCC2=C1C=CC(=C2)CC(=O)O ((1-oxo-1,3-dihydro-2-benzofuran-5-yl)acetic acid). The product is O=C(CC1=CC2=C(C(OC2)=O)C=C1)N1CCNCC1 (5-[2-Oxo-2-(piperazin-1-yl)ethyl]-2-benzofuran-1(3H)-one). Reaction SMILES: Cl.[N:2]1([C:8](=[O:21])[CH2:9][C:10]2[CH:15]=[CH:14][C:13](N3C=NN=N3)=[CH:12][CH:11]=2)[CH2:7][CH2:6][NH:5][CH2:4][CH2:3]1.N1([C:28]([O:30][C:31](C)(C)C)=[O:29])CCNCC1.O=C1C2C=CC(CC(O)=O)=CC=2CO1>>[O:21]=[C:8]([N:2]1[CH2:3][CH2:4][NH:5][CH2:6][CH2:7]1)[CH2:9][C:10]1[CH:11]=[CH:12][C:13]2[C:28](=[O:29])[O:30][CH2:31][C:14]=2[CH:15]=1 |f:0.1|. Procedure: 5-[2-Oxo-2-(piperazin-1-yl)ethyl]-2-benzofuran-1(3H)-one was prepared in an analogous fashion as described above in the synthesis of 1-(piperazin-1-yl)-2-[4-(1H-tetrazol-1-yl)phenyl]ethanone hydrochloride starting from tert-butyl piperazine-1-carboxylate and (1-oxo-1,3-dihydro-2-benzofuran-5-yl)acetic acid. Reactants: CS(=O)(=O)C1=NC(=NC=2C3=CC=CC=C3COC12)N (1-Methanesulfonyl-9H-10-oxa-2,4-diaza-phenanthren-3-ylamine), CN1CCNCC1 (1-methyl-piperazine). Solvent: COCCO (2-methoxy-ethanol). Yields the product CN1CCN(CC1)C1=NC(=NC=2C3=CC=CC=C3COC12)N (1-(4-Methyl-piperazin-1-yl)-9H-10-oxa-2,4-diaza-phenanthren-3-ylamine). Reaction SMILES: CS([C:5]1[C:18]2[O:17][CH2:16][C:15]3[C:10](=[CH:11][CH:12]=[CH:13][CH:14]=3)[C:9]=2[N:8]=[C:7]([NH2:19])[N:6]=1)(=O)=O.[CH3:20][N:21]1[CH2:26][CH2:25][NH:24][CH2:23][CH2:22]1>COCCO>[CH3:20][N:21]1[CH2:26][CH2:25][N:24]([C:5]2[C:18]3[O:17][CH2:16][C:15]4[C:10](=[CH:11][CH:12]=[CH:13][CH:14]=4)[C:9]=3[N:8]=[C:7]([NH2:19])[N:6]=2)[CH2:23][CH2:22]1. Procedure: A mixture of Example 41C, 1-methyl-piperazine (0.5 mL) and 2-methoxy-ethanol (1 mL) was heated at 110° C. for 60 hours, cooled, concentrated under reduced pressure and chromatographed on silica gel eluting with a gradient of 2, 3.5 and 5% (9:1 MeOH: saturated aqueous NH4OH) to provide the title compound. 1H NMR (CDCl3) δ 2.34 (s, 3H), 2.52 (t, J=4.75 Hz, 4H), 3.83 (t, J=4.75 Hz, 4H), 4.61 (s, 2H), 5.06 (s, 2H), 7.12 (m, 1H), 7.34-7.44 (m, 2H), 8.05 (m, 1H); MS (M+H)+ m/z 298. Starting materials: CO, O=[N+]([O-])c1ccccc1CS(=O)(=O)NCCOCCO. The product is Nc1ccccc1CS(=O)(=O)NCCOCCO. Reaction SMILES: [CH3:21][OH:22].[OH:1][CH2:2][CH2:3][O:4][CH2:5][CH2:6][NH:7][S:8](=[O:9])(=[O:10])[CH2:11][c:12]1[c:13]([N+:18]([O-:19])=[O:20])[cH:14][cH:15][cH:16][cH:17]1>>[OH:1][CH2:2][CH2:3][O:4][CH2:5][CH2:6][NH:7][S:8](=[O:9])(=[O:10])[CH2:11][c:12]1[c:13]([NH2:18])[cH:14][cH:15][cH:16][cH:17]1. Starting materials: CN(C)C=O, ClC(Cn1ccnc1)c1cccnc1, [H-], [Na+], COC(=O)c1ccc(S)cc1. The product is COC(=O)c1ccc(SC(Cn2ccnc2)c2cccnc2)cc1. As a reaction SMILES: [CH3:28][N:29]([CH3:30])[CH:31]=[O:32].[Cl:14][CH:15]([CH2:16][n:17]1[cH:18][n:19][cH:20][cH:21]1)[c:22]1[cH:23][n:24][cH:25][cH:26][cH:27]1.[H-:1].[Na+:2].[SH:3][c:4]1[cH:5][cH:6][c:7]([C:8](=[O:9])[O:10][CH3:11])[cH:12][cH:13]1>>[S:3]([c:4]1[cH:5][cH:6][c:7]([C:8](=[O:9])[O:10][CH3:11])[cH:12][cH:13]1)[CH:15]([CH2:16][n:17]1[cH:18][n:19][cH:20][cH:21]1)[c:22]1[cH:23][n:24][cH:25][cH:26][cH:27]1.